This data is from the Open Reaction Database (ORD), a public repository of structured organic reaction records. The task is: describe an organic reaction: reactants, conditions, products, and yield Starting materials: CCS(=O)(=O)CCCNC(=O)OC(C)(C)C, Cl, C1COCCO1. The product is CCS(=O)(=O)CCCN, Cl. RXN SMILES: [CH2:1]([CH3:2])[S:3](=[O:4])(=[O:5])[CH2:6][CH2:7][CH2:8][NH:9][C:10](=[O:11])[O:12][C:13]([CH3:14])([CH3:15])[CH3:16].[ClH:17].[O:18]1[CH2:19][CH2:20][O:21][CH2:22][CH2:23]1>>[CH2:1]([CH3:2])[S:3](=[O:4])(=[O:5])[CH2:6][CH2:7][CH2:8][NH2:9].[ClH:17]. Starting materials: C(C)(=O)N1CCC2(CC1)SC(C1=C2C=CC=C1)C1=CC=CC=C1 (1'-acetyl-1,3-dihydro-3-phenylspiro[benzo(c)thiophene-1,4'-piperidine]), [H-].[Al+3].[Li+].[H-].[H-].[H-] (lithium aluminum hydride). The solvent is O1CCCC1 (tetrahydrofuran), O1CCCC1 (tetrahydrofuran). The product is C(C)N1CCC2(CC1)SC(C1=C2C=CC=C1)C1=CC=CC=C1 (1'-ethyl-1,3-dihydro-3-phenylspiro[benzo(c)thiophene-1,4'-piperidine]). RXN SMILES: [C:1]([N:4]1[CH2:9][CH2:8][C:7]2([C:13]3[CH:14]=[CH:15][CH:16]=[CH:17][C:12]=3[CH:11]([C:18]3[CH:23]=[CH:22][CH:21]=[CH:20][CH:19]=3)[S:10]2)[CH2:6][CH2:5]1)(=O)[CH3:2].[H-].[Al+3].[Li+].[H-].[H-].[H-]>O1CCCC1>[CH2:1]([N:4]1[CH2:9][CH2:8][C:7]2([C:13]3[CH:14]=[CH:15][CH:16]=[CH:17][C:12]=3[CH:11]([C:18]3[CH:23]=[CH:22][CH:21]=[CH:20][CH:19]=3)[S:10]2)[CH2:6][CH2:5]1)[CH3:2] |f:1.2.3.4.5.6|. Reported procedure: A solution of 1'-acetyl-1,3-dihydro-3-phenylspiro[benzo(c)thiophene-1,4'-piperidine], Example 10, in tetrahydrofuran is treated carefully with a stirred suspension of lithium aluminum hydride in tetrahydrofuran to provide 1'-ethyl-1,3-dihydro-3-phenylspiro[benzo(c)thiophene-1,4'-piperidine]. Starting materials: C(C1=CC=CC=C1)C=1C=C(C=CC1)C(O)C=1C(=NOC1C1=CC=C(C=C1)Br)C ((3-benzyl-phenyl)-[5-(4-bromo-phenyl)-3-methyl-isoxazol-4-yl]-methanol), C(C)OC(=O)C1(CC1)C1=CC=C(C=C1)B1OC(C(O1)(C)C)(C)C (1-[4-(4,4,5,5-tetramethyl-[1,3,2]dioxaborolan-2-yl)-phenyl]-cyclopropanecarboxylic acid ethyl ester). Product: C(C)OC(=O)C1(CC1)C1=CC=C(C=C1)C1=CC=C(C=C1)C1=C(C(=NO1)C)C(O)C1=CC(=CC=C1)CC1=CC=CC=C1 (1-(4′-{4-[(3-Benzyl-phenyl)-hydroxy-methyl]-3-methyl-isoxazol-5-yl}-biphenyl-4-yl)-cyclopropanecarboxylic acid ethyl ester). Reaction SMILES: [CH2:1]([C:8]1[CH:9]=[C:10]([CH:14]([C:16]2[C:17]([CH3:28])=[N:18][O:19][C:20]=2[C:21]2[CH:26]=[CH:25][C:24](Br)=[CH:23][CH:22]=2)[OH:15])[CH:11]=[CH:12][CH:13]=1)[C:2]1[CH:7]=[CH:6][CH:5]=[CH:4][CH:3]=1.[CH2:29]([O:31][C:32]([C:34]1([C:37]2[CH:42]=[CH:41][C:40](B3OC(C)(C)C(C)(C)O3)=[CH:39][CH:38]=2)[CH2:36][CH2:35]1)=[O:33])[CH3:30]>>[CH2:29]([O:31][C:32]([C:34]1([C:37]2[CH:38]=[CH:39][C:40]([C:24]3[CH:23]=[CH:22][C:21]([C:20]4[O:19][N:18]=[C:17]([CH3:28])[C:16]=4[CH:14]([C:10]4[CH:11]=[CH:12][CH:13]=[C:8]([CH2:1][C:2]5[CH:7]=[CH:6][CH:5]=[CH:4][CH:3]=5)[CH:9]=4)[OH:15])=[CH:26][CH:25]=3)=[CH:41][CH:42]=2)[CH2:35][CH2:36]1)=[O:33])[CH3:30]. Procedure: Prepared according to the procedure described in Example 28, Step 1, using (3-benzyl-phenyl)-[5-(4-bromo-phenyl)-3-methyl-isoxazol-4-yl]-methanol and 1-[4-(4,4,5,5-tetramethyl-[1,3,2]dioxaborolan-2-yl)-phenyl]-cyclopropanecarboxylic acid ethyl ester. The reactants are [N+](=O)([O-])[O-].[K+] (potassium nitrate), C(C)(=O)N1CC(C2=CC(=CC=C12)OC)(C)C (1-acetyl-3,3-dimethyl-5-(methyloxy)-2,3-dihydro-1H-indole), O (water). Conditions: temperature 0 celsius. Reaction SMILES: [C:1]([N:4]1[C:12]2[C:7](=[CH:8][C:9]([O:13][CH3:14])=[CH:10][CH:11]=2)[C:6]([CH3:16])([CH3:15])[CH2:5]1)(=[O:3])[CH3:2].[N+:17]([O-])([O-:19])=[O:18].[K+].O>FC(F)(F)C(O)=O>[C:1]([N:4]1[C:12]2[C:7](=[CH:8][C:9]([O:13][CH3:14])=[C:10]([N+:17]([O-:19])=[O:18])[CH:11]=2)[C:6]([CH3:16])([CH3:15])[CH2:5]1)(=[O:3])[CH3:2] |f:1.2|. The product is C(C)(=O)N1CC(C2=CC(=C(C=C12)[N+](=O)[O-])OC)(C)C (1-acetyl-3,3-dimethyl-5-(methyloxy)-6-nitro-2,3-dihydro-1H-indole). Isolated yield 86.5%. Run in FC(C(=O)O)(F)F (trifluoroacetic acid). Reported procedure: A solution of 1-acetyl-3,3-dimethyl-5-(methyloxy)-2,3-dihydro-1H-indole (2.44 g, 11.13 mmol, see PCT Int. Appl. (2001), WO 2001023374 A1 20010405) in trifluoroacetic acid (50 mL) was stirred at 0° C. and potassium nitrate (1.181 g, 11.68 mmol) was added in one portion. The reaction was maintained at 0° C. for 3 hours and poured into water. The solids were collected via filtration to afford 1-acetyl-3,3-dimethyl-5-(methyloxy)-6-nitro-2,3-dihydro-1H-indole (2.545 g, 87% yield) as a yellow solid. 1...